Dataset: the Open Reaction Database (ORD), a public repository of structured organic reaction records. Task: describe an organic reaction: reactants, conditions, products, and yield The reactants are ClC1=CC=C(C=C1)C1=C(C2=C(N1CC(=O)N1CCOCC1)C=C(S2)C(=O)OC)C2CCCCC2 (methyl 5-(4-chlorophenyl)-6-cyclohexyl-4-(2-morpholin-4-yl-2-oxoethyl)-4H-thieno[3,2-b]pyrrole-2-carboxylate), B(Br)(Br)Br (BBr3), B(Br)(Br)Br (BBr3). Conditions: time 9 minute. The product is ClC1=CC=C(C=C1)C1=C(C2=C(N1CC(=O)N1CCOCC1)C=C(S2)C(=O)O)C2CCCCC2 (5-(4-chlorophenyl)-6-cyclohexyl-4-(2-morpholin-4-yl-2-oxoethyl)-4H-thieno[3,2-b]pyrrole-2-carboxylic acid). Yield: 47.0%. Reaction SMILES: [Cl:1][C:2]1[CH:7]=[CH:6][C:5]([C:8]2[N:12]([CH2:13][C:14]([N:16]3[CH2:21][CH2:20][O:19][CH2:18][CH2:17]3)=[O:15])[C:11]3[CH:22]=[C:23]([C:25]([O:27]C)=[O:26])[S:24][C:10]=3[C:9]=2[CH:29]2[CH2:34][CH2:33][CH2:32][CH2:31][CH2:30]2)=[CH:4][CH:3]=1.B(Br)(Br)Br>>[Cl:1][C:2]1[CH:7]=[CH:6][C:5]([C:8]2[N:12]([CH2:13][C:14]([N:16]3[CH2:21][CH2:20][O:19][CH2:18][CH2:17]3)=[O:15])[C:11]3[CH:22]=[C:23]([C:25]([OH:27])=[O:26])[S:24][C:10]=3[C:9]=2[CH:29]2[CH2:34][CH2:33][CH2:32][CH2:31][CH2:30]2)=[CH:4][CH:3]=1. Procedure: A solution (0.1 M) of methyl 5-(4-chlorophenyl)-6-cyclohexyl-4-(2-morpholin-4-yl-2-oxoethyl)-4H-thieno[3,2-b]pyrrole-2-carboxylate was treated with BBr3 (4 eq.) and the mixture was stirred at RT. After 1 h an additional quantity of BBr3 (2 eq.) was added and the mixture was stirred at RT for 1 h, then quenched with aqueous HCl (1 N) and extracted with AcOEt. The combined organic phase was dried and solvent was evaporated under reduced pressure to give a residue which was purified by RP-HPLC (Con... Product: C1(CC1)C1=NOC(=N1)C=1N(C=NC1C)C (3-Cyclopropyl-5-(3,5-dimethyl-3H-imidazol-4-yl)-[1,2,4]oxadiazole). Procedure details: The title compound, off-white solid, m.p. 88° C. and MS: m/e=204.3 (M+), was prepared from 3,5-dimethyl-3H-imidazole-4-carboxylic acid and N-hydroxy-cyclopropane-carboxamidine in accordance with the general procedure of example 12a. Reaction SMILES: [CH3:1][N:2]1[C:6]([C:7]([OH:9])=O)=[C:5]([CH3:10])[N:4]=[CH:3]1.O[NH:12][C:13]([CH:15]1[CH2:17][CH2:16]1)=[NH:14]>>[CH:15]1([C:13]2[N:14]=[C:7]([C:6]3[N:2]([CH3:1])[CH:3]=[N:4][C:5]=3[CH3:10])[O:9][N:12]=2)[CH2:17][CH2:16]1. The reactants are CN1C=NC(=C1C(=O)O)C (3,5-dimethyl-3H-imidazole-4-carboxylic acid), ONC(=N)C1CC1 (N-hydroxy-cyclopropane-carboxamidine). Reactants: ClC=1C=C(C=CC1S(=O)(=O)C)[C@H](C(=O)O)CC1CCCC1 (2(R)-(3-chloro-4-methanesulfonyl-phenyl)-3-cyclopentyl-propionic acid), O1C(OCC1)CC=1N=CC(=NC1)N (5-[1,3]dioxolan-2-ylmethylpyrazin-2yl-amine), N1=CC=CC=C1 (pyridine), C(C(=O)Cl)(=O)Cl (oxalyl chloride). The reagents and catalysts are CN(C=O)C (N,N-dimethylformamide). Run in C(Cl)Cl (methylene chloride), C(Cl)Cl (methylene chloride), C(Cl)Cl (methylene chloride). Conditions: temperature 5 celsius, time 5 minute. Yields the product ClC=1C=C(C=CC1S(=O)(=O)C)[C@H](C(=O)NC1=NC=C(N=C1)CC1OCCO1)CC1CCCC1 (2(R)-(3-chloro-4-methanesulfonyl-phenyl)-3-cyclopentyl-N-(5-[1,3]dioxolan-2-ylmethyl-pyrazin-2-yl)-propionamide). Yield: 47.2%. As a reaction SMILES: [Cl:1][C:2]1[CH:3]=[C:4]([C@@H:12]([CH2:16][CH:17]2[CH2:21][CH2:20][CH2:19][CH2:18]2)[C:13]([OH:15])=O)[CH:5]=[CH:6][C:7]=1[S:8]([CH3:11])(=[O:10])=[O:9].C(Cl)(=O)C(Cl)=O.[O:28]1[CH2:32][CH2:31][O:30][CH:29]1[CH2:33][C:34]1[N:35]=[CH:36][C:37]([NH2:40])=[N:38][CH:39]=1.N1C=CC=CC=1>C(Cl)Cl.CN(C)C=O>[Cl:1][C:2]1[CH:3]=[C:4]([C@@H:12]([CH2:16][CH:17]2[CH2:21][CH2:20][CH2:19][CH2:18]2)[C:13]([NH:40][C:37]2[CH:36]=[N:35][C:34]([CH2:33][CH:29]3[O:30][CH2:31][CH2:32][O:28]3)=[CH:39][N:38]=2)=[O:15])[CH:5]=[CH:6][C:7]=1[S:8]([CH3:11])(=[O:9])=[O:10]. Reported procedure: A solution of 2(R)-(3-chloro-4-methanesulfonyl-phenyl)-3-cyclopentyl-propionic acid (prepared as in Example 1, 160 mg, 0.48 mmol) in methylene chloride (5 mL) and N,N-dimethylformamide (2 drops) was cooled to 5° C. and then treated with oxalyl chloride (90 μL, 1.03 mmol). After 5 min, the cooling bath was removed, and the stirring was continued for 15 min. The mixture was concentrated in vacuo to dryness, and the residue was further concentrated in vacuo to dryness from benzene (15 mL). The resu... Starting materials: CCN1CCn2nc([N+](=O)[O-])cc2C1, CCO. The product is CCN1CCn2nc(N)cc2C1. RXN SMILES: [CH2:1]([CH3:2])[N:3]1[CH2:4][c:5]2[n:6]([n:9][c:10]([N+:12]([O-:13])=[O:14])[cH:11]2)[CH2:7][CH2:8]1.[CH3:15][CH2:16][OH:17]>>[CH2:1]([CH3:2])[N:3]1[CH2:4][c:5]2[n:6]([n:9][c:10]([NH2:12])[cH:11]2)[CH2:7][CH2:8]1. Starting materials: FC(C=1C=C(C=C(C1)C(F)(F)F)[C@@H]1[C@@H](N(C(O1)=O)CC1=C(C=CC(=C1)C(F)(F)F)I)C)(F)F ((4S,5R)-5-[3,5-bis(trifluoromethyl)phenyl]-3-[2-iodo-5-(trifluoromethyl)-benzyl]-4-methyl-1,3-oxazolidin-2-one), ClC1=C(C=C(C=C1)[N+](=O)[O-])B(O)O (2-chloro-5-nitro phenyl boronic acid), C([O-])([O-])=O.[Na+].[Na+] (sodium carbonate), C(Cl)Cl (CH2Cl2). Reagents/catalysts: [Pd].C1(=CC=CC=C1)P(C1=CC=CC=C1)C1=CC=CC=C1.C1(=CC=CC=C1)P(C1=CC=CC=C1)C1=CC=CC=C1.C1(=CC=CC=C1)P(C1=CC=CC=C1)C1=CC=CC=C1.C1(=CC=CC=C1)P(C1=CC=CC=C1)C1=CC=CC=C1 (tetrakis(triphenylphosphine) palladium). Run in O.CCO.C1(=CC=CC=C1)C (water EtOH toluene), CCCCCC (hexane). The product is FC(C=1C=C(C=C(C1)C(F)(F)F)[C@@H]1[C@@H](N(C(O1)=O)CC1=C(C=CC(=C1)C(F)(F)F)C1=C(C=CC(=C1)[N+](=O)[O-])Cl)C)(F)F ((4S,5R)-5-[3,5-bis(trifluoromethyl)phenyl]-3-{[2′-chloro-5′-nitro-4-(trifluoromethyl)biphenyl-2-yl]methyl}-4-methyl-1,3-oxazolidin-2-one). RXN SMILES: [F:1][C:2]([F:33])([F:32])[C:3]1[CH:4]=[C:5]([C@H:13]2[O:17][C:16](=[O:18])[N:15]([CH2:19][C:20]3[CH:25]=[C:24]([C:26]([F:29])([F:28])[F:27])[CH:23]=[CH:22][C:21]=3I)[C@H:14]2[CH3:31])[CH:6]=[C:7]([C:9]([F:12])([F:11])[F:10])[CH:8]=1.[Cl:34][C:35]1[CH:40]=[CH:39][C:38]([N+:41]([O-:43])=[O:42])=[CH:37][C:36]=1B(O)O.C(=O)([O-])[O-].[Na+].[Na+].C(Cl)Cl>O.CCO.C1(C)C=CC=CC=1.[Pd].C1(P(C2C=CC=CC=2)C2C=CC=CC=2)C=CC=CC=1.C1(P(C2C=CC=CC=2)C2C=CC=CC=2)C=CC=CC=1.C1(P(C2C=CC=CC=2)C2C=CC=CC=2)C=CC=CC=1.C1(P(C2C=CC=CC=2)C2C=CC=CC=2)C=CC=CC=1.CCCCCC>[F:1][C:2]([F:33])([F:32])[C:3]1[CH:4]=[C:5]([C@H:13]2[O:17][C:16](=[O:18])[N:15]([CH2:19][C:20]3[CH:25]=[C:24]([C:26]([F:29])([F:28])[F:27])[CH:23]=[CH:22][C:21]=3[C:36]3[CH:37]=[C:38]([N+:41]([O-:43])=[O:42])[CH:39]=[CH:40][C:35]=3[Cl:34])[C@H:14]2[CH3:31])[CH:6]=[C:7]([C:9]([F:12])([F:11])[F:10])[CH:8]=1 |f:2.3.4,6.7.8,9.10.11.12.13|. Procedure: A mixture of (4S,5R)-5-[3,5-bis(trifluoromethyl)phenyl]-3-[2-iodo-5-(trifluoromethyl)-benzyl]-4-methyl-1,3-oxazolidin-2-one (1.0 g, 1.68 mmol), 2-chloro-5-nitro phenyl boronic acid (0.67 g, 3.3 mmol), tetrakis(triphenylphosphine) palladium (97 mg, 5% mol) and sodium carbonate (0.39 g, 3.68 mmol) in 50 ml of water/EtOH/toluene (1:2:4) was heated to reflux for 4 h. TLC(CH2Cl2:hexane/1:1) showed that the reaction was complete. The solvents were removed. Water (30 ml) was added. The organic was extr... Reactants: C1(CCCCC1)C(=O)C(C(=O)OCC)=CNC1=C(C=CC=C1)OC (Ethyl 2-cyclohexylcarbonyl-3-(2-methoxyphenylamino)acrylate). Run in petroleum ether, C1(=CC=CC=C1)OC1=CC=CC=C1 (diphenyl ether). Product: C1(CCCCC1)C(=O)C1=CNC2=C(C=CC=C2C1=O)OC (3-cyclohexylcarbonyl-8-methoxy-4(1H)-quinolone). Yield: 35.0%. RXN SMILES: [CH:1]1([C:7]([C:9](=[CH:15][NH:16][C:17]2[CH:22]=[CH:21][CH:20]=[CH:19][C:18]=2[O:23][CH3:24])[C:10]([O:12]CC)=O)=[O:8])[CH2:6][CH2:5][CH2:4][CH2:3][CH2:2]1>C1(OC2C=CC=CC=2)C=CC=CC=1>[CH:1]1([C:7]([C:9]2[C:10](=[O:12])[C:22]3[C:17](=[C:18]([O:23][CH3:24])[CH:19]=[CH:20][CH:21]=3)[NH:16][CH:15]=2)=[O:8])[CH2:2][CH2:3][CH2:4][CH2:5][CH2:6]1. Reported procedure: Ethyl 2-cyclohexylcarbonyl-3-(2-methoxyphenylamino)acrylate (20 g, 0.06 mol) was added in portions to boiling diphenyl ether (200 ml) and the mixture was heated under reflux for 1.5 hours. When cool, the mixture was diluted with petroleum ether and allowed to crystallise overnight to give 3-cyclohexylcarbonyl-8-methoxy-4(1H)-quinolone (6.0 g, 35.2%), m.p. 168°-70° C. The reactants are C(C1=CC=CC=C1)(=O)N=C=S (benzoyl isothiocyanate), N[C@](CC(C)O)(C)C1=C(C=C(C(=C1)Br)F)F ((4S)-4-amino-4-(5-bromo-2,4-difluorophenyl)pentan-2-ol), Cl (hydrogen chloride). Solvent: C1CCOC1 (THF). Reaction conditions: temperature 100 celsius, time 1 hour. Product: BrC=1C(=CC(=C(C1)[C@]1(N=C(SC(C1)C)N)C)F)F ((4S)-4-(5-bromo-2,4-difluorophenyl)-4,6-dimethyl-5,6-dihydro-4H-1,3-thiazin-2-amine). Yield: 64.0%. As a reaction SMILES: [NH2:1][C@@:2]([C:8]1[CH:13]=[C:12]([Br:14])[C:11]([F:15])=[CH:10][C:9]=1[F:16])([CH3:7])[CH2:3][CH:4](O)[CH3:5].C([N:25]=[C:26]=[S:27])(=O)C1C=CC=CC=1.Cl>C1COCC1>[Br:14][C:12]1[C:11]([F:15])=[CH:10][C:9]([F:16])=[C:8]([C@:2]2([CH3:7])[CH2:3][CH:4]([CH3:5])[S:27][C:26]([NH2:25])=[N:1]2)[CH:13]=1. Reported procedure: To a 0° C. solution of (4S)-4-amino-4-(5-bromo-2,4-difluorophenyl)pentan-2-ol (1.3 g, 4.4 mmoles) as a mixture of diastereomers in THF (50 mL) is added benzoyl isothiocyanate (1.4 g, 1.2 mmoles) dropwise and the reaction is stirred for 1 h. The reaction mixture is concentrated under reduced pressure. The residue is dissolved in dioxane (5 mL) and transferred to a thick-walled glass reaction vessel. To the mixture is added 5 N hydrogen chloride (75 mL, 375 mmoles) and the reaction is heated to 10... Starting materials: NC1=NC=CC=C1OCCCCN1C(SCC1=O)=O (3-[4-(2-aminopyridin-3-yloxy)butyl]thiazolidine-2,4-dione), BrCC(=O)C1=CC=CC=C1 (bromoacetophenone). Run in C(C)O (ethanol). Yields the product C1(=CC=CC=C1)C=1N=C2N(C=CC=C2OCCCCN2C(SCC2=O)=O)C1 (3-[4-(2-phenylimidazo[1,2-a]pyridin-8-yloxy)butyl]thiazolidine-2,4-dione). As a reaction SMILES: [NH2:1][C:2]1[C:7]([O:8][CH2:9][CH2:10][CH2:11][CH2:12][N:13]2[C:17](=[O:18])[CH2:16][S:15][C:14]2=[O:19])=[CH:6][CH:5]=[CH:4][N:3]=1.Br[CH2:21][C:22]([C:24]1[CH:29]=[CH:28][CH:27]=[CH:26][CH:25]=1)=O>C(O)C>[C:24]1([C:22]2[N:1]=[C:2]3[C:7]([O:8][CH2:9][CH2:10][CH2:11][CH2:12][N:13]4[C:17](=[O:18])[CH2:16][S:15][C:14]4=[O:19])=[CH:6][CH:5]=[CH:4][N:3]3[CH:21]=2)[CH:29]=[CH:28][CH:27]=[CH:26][CH:25]=1. Reported procedure: To a solution of 5.69 g (20 mmol) of 3-[4-(2-aminopyridin-3-yloxy)butyl]thiazolidine-2,4-dione in 40 ml of ethanol, 3.98 g (20 mmol) of bromoacetophenone was added at room temperature, followed by refluxing for 1.5 hours. After the reaction mixture was cooled, the solvent was distilled off. The residue was dissolved in chloroform, washed with saturated aqueous sodium hydrogen carbonate and dried, after which the solvent was distilled off. The residue was purified by column chromatography (eluent... The reagents and catalysts are [C].[Pd] (palladium-carbon). The solvent is C(C)O (ethanol). Procedure: 3-(1-Hexenyl)-4-methoxybenzoic acid (160 mg, 0.683 mmol) and ethanol (7 ml) were mixed, and to this solution was added 10% palladium-carbon catalyst (30 mg). The mixture was stirred at room temperature for 3 hours in a steam of hydrogen. The palladium-carbon catalyst was filtered off, and the filtrate was concentrated under reduced pressure. The obtained residue was purified by washing with hexane to give 3-hexyl-4-methoxybenzoic acid (116 mg, 72%) as colorless crystals. Isolated yield 71.9%. The reactants are [H][H] (hydrogen), C(=CCCCC)C=1C=C(C(=O)O)C=CC1OC (3-(1-Hexenyl)-4-methoxybenzoic acid). As a reaction SMILES: [CH:1]([C:7]1[CH:8]=[C:9]([CH:13]=[CH:14][C:15]=1[O:16][CH3:17])[C:10]([OH:12])=[O:11])=[CH:2][CH2:3][CH2:4][CH2:5][CH3:6].[H][H]>[C].[Pd].C(O)C>[CH2:1]([C:7]1[CH:8]=[C:9]([CH:13]=[CH:14][C:15]=1[O:16][CH3:17])[C:10]([OH:12])=[O:11])[CH2:2][CH2:3][CH2:4][CH2:5][CH3:6] |f:2.3|. The product is C(CCCCC)C=1C=C(C(=O)O)C=CC1OC (3-hexyl-4-methoxybenzoic acid). The reactants are CC(C)O, ClCCl, CC1(C)OCc2cc(C3CN(CCCCCCOCCOCc4cccc(N)c4)C(=O)O3)ccc2O1, O=C=Nc1ccccc1. Yields the product CC1(C)OCc2cc(C3CN(CCCCCCOCCOCc4cccc(NC(=O)Nc5ccccc5)c4)C(=O)O3)ccc2O1. Reaction SMILES: [CH:46]([OH:47])([CH3:48])[CH3:49].[Cl:50][CH2:51][Cl:52].[NH2:1][c:2]1[cH:3][c:4]([CH2:5][O:6][CH2:7][CH2:8][O:9][CH2:10][CH2:11][CH2:12][CH2:13][CH2:14][CH2:15][N:16]2[C:17](=[O:33])[O:18][CH:19]([c:21]3[cH:22][c:23]4[c:24]([cH:31][cH:32]3)[O:25][C:26]([CH3:29])([CH3:30])[O:27][CH2:28]4)[CH2:20]2)[cH:34][cH:35][cH:36]1.[O:37]=[C:38]=[N:39][c:40]1[cH:41][cH:42][cH:43][cH:44][cH:45]1>>[NH:1]([c:2]1[cH:3][c:4]([CH2:5][O:6][CH2:7][CH2:8][O:9][CH2:10][CH2:11][CH2:12][CH2:13][CH2:14][CH2:15][N:16]2[C:17](=[O:33])[O:18][CH:19]([c:21]3[cH:22][c:23]4[c:24]([cH:31][cH:32]3)[O:25][C:26]([CH3:29])([CH3:30])[O:27][CH2:28]4)[CH2:20]2)[cH:34][cH:35][cH:36]1)[C:38](=[O:37])[NH:39][c:40]1[cH:41][cH:42][cH:43][cH:44][cH:45]1.